This data is from the Open Reaction Database (ORD), a public repository of structured organic reaction records. The task is: describe an organic reaction: reactants, conditions, products, and yield Reactants: CCO, CC(C)(C#N)c1cc(N)n(-c2ccccc2)n1, [Na+], [OH-]. The product is CC(C)(C(=O)O)c1cc(N)n(-c2ccccc2)n1. As a reaction SMILES: [CH3:20][CH2:21][OH:22].[NH2:1][c:2]1[cH:3][c:4]([C:13]([C:14]#[N:15])([CH3:16])[CH3:17])[n:5][n:6]1-[c:7]1[cH:8][cH:9][cH:10][cH:11][cH:12]1.[Na+:19].[OH-:18]>>[NH2:1][c:2]1[cH:3][c:4]([C:13]([C:14](=[O:18])[OH:22])([CH3:16])[CH3:17])[n:5][n:6]1-[c:7]1[cH:8][cH:9][cH:10][cH:11][cH:12]1. Reactants: C(C)(C)(C)OC(NCCN1N=C(C=C1C=O)COC1=CC=CC=C1)=O ([2-(5-formyl-3-phenoxymethyl-pyrazol-1-yl)-ethyl]-carbamic acid tert-butyl ester), CC=1C=2N(CCN1)N=C(C2)COC2=CC=CC=C2 (4-methyl-2-phenoxymethyl-6,7-dihydro-pyrazolo[1,5-a]pyrazine). The product is O(C1=CC=CC=C1)CC1=NN2C(C=NCC2)=C1 (2-Phenoxymethyl-6,7-dihydro-pyrazolo[1,5-a]pyrazine). RXN SMILES: C(OC(=O)[NH:7][CH2:8][CH2:9][N:10]1[C:14]([CH:15]=O)=[CH:13][C:12]([CH2:17][O:18][C:19]2[CH:24]=[CH:23][CH:22]=[CH:21][CH:20]=2)=[N:11]1)(C)(C)C.CC1C2N(N=C(COC3C=CC=CC=3)C=2)CCN=1>>[O:18]([CH2:17][C:12]1[CH:13]=[C:14]2[CH:15]=[N:7][CH2:8][CH2:9][N:10]2[N:11]=1)[C:19]1[CH:20]=[CH:21][CH:22]=[CH:23][CH:24]=1. Procedure: The compound was prepared from [2-(5-formyl-3-phenoxymethyl-pyrazol-1-yl)-ethyl]-carbamic acid tert-butyl ester using the method described in the preceding example 24 (4-methyl-2-phenoxymethyl-6,7-dihydro-pyrazolo[1,5-a]pyrazine). The yield is 98.4%. Product: COC(=O)C1(CC1)C=1C=CC2=C(N=CO2)C1 (1-benzooxazol-5-yl-cyclopropanecarboxylic acid methyl ester). Solvent: O (water), CN(C)C=O (DMF). Reactants: COC(=O)C1(CC1)C1=CC(=C(C=C1)O)N (1-(3-amino-4-hydroxy-phenyl)-cyclopropanecarboxylic acid methyl ester), C(OC)(OC)OC (trimethyl orthoformate), O.C1(=CC=C(C=C1)S(=O)(=O)O)C (p-toluenesulfonic acid monohydrate). Procedure: To a solution of 1-(3-amino-4-hydroxy-phenyl)-cyclopropanecarboxylic acid methyl ester (3.00 g, 14.5 mmol) in DMF were added trimethyl orthoformate (5.30 g, 14.5 mmol) and a catalytic amount of p-toluenesulfonic acid monohydrate (0.3 g) at room temperature. The mixture was stirred for 3 hours at room temperature. The mixture was diluted with water and extracted with EtOAc (100 mL×3). The combined organic layers were dried over anhydrous Na2SO4 and evaporated under vacuum to give crude 1-benzooxa... As a reaction SMILES: [CH3:1][O:2][C:3]([C:5]1([C:8]2[CH:13]=[CH:12][C:11]([OH:14])=[C:10]([NH2:15])[CH:9]=2)[CH2:7][CH2:6]1)=[O:4].[CH:16](OC)(OC)OC.O.C1(C)C=CC(S(O)(=O)=O)=CC=1>CN(C=O)C.O>[CH3:1][O:2][C:3]([C:5]1([C:8]2[CH:13]=[CH:12][C:11]3[O:14][CH:16]=[N:15][C:10]=3[CH:9]=2)[CH2:7][CH2:6]1)=[O:4] |f:2.3|. Reaction conditions: time 3 hour. Starting materials: COc1cc(C(C)C)c(Oc2cnc(NC=O)nc2NC=O)cc1-c1ncon1, COc1cc(C(C)C)c(Oc2cnc(N)nc2NC=O)cc1-c1ncon1, COc1cc(C(C)C)c(Oc2cnc(NC=O)nc2N)cc1-c1ncon1, O=C(O)C(F)(F)F. Yields the product COc1cc(C(C)C)c(Oc2cnc(N)nc2N)cc1-c1ncon1. RXN SMILES: [CH:55]([NH:56][c:57]1[c:58]([O:59][c:60]2[cH:61][c:62](-[c:63]3[n:64][cH:65][o:66][n:67]3)[c:68]([O:69][CH3:70])[cH:71][c:72]2[CH:73]([CH3:74])[CH3:75])[cH:76][n:77][c:78]([NH:79][CH:80]=[O:81])[n:82]1)=[O:83].[NH2:1][c:2]1[n:3][cH:4][c:5]([O:11][c:12]2[c:13]([CH:25]([CH3:26])[CH3:27])[cH:14][c:15]([O:23][CH3:24])[c:16](-[c:18]3[n:19][o:20][cH:21][n:22]3)[cH:17]2)[c:6]([NH:8][CH:9]=[O:10])[n:7]1.[NH2:28][c:29]1[c:30]([O:31][c:32]2[cH:33][c:34](-[c:35]3[n:36][cH:37][o:38][n:39]3)[c:40]([O:41][CH3:42])[cH:43][c:44]2[CH:45]([CH3:46])[CH3:47])[cH:48][n:49][c:50]([NH:51][CH:52]=[O:53])[n:54]1.[OH:84][C:85]([C:86]([F:87])([F:88])[F:89])=[O:90]>>[NH2:1][c:2]1[n:3][cH:4][c:5]([O:11][c:12]2[c:13]([CH:25]([CH3:26])[CH3:27])[cH:14][c:15]([O:23][CH3:24])[c:16](-[c:18]3[n:19][o:20][cH:21][n:22]3)[cH:17]2)[c:6]([NH2:8])[n:7]1. Isolated yield 41.7%. Starting materials: C(C1=CC=CC=C1)NC1=NC=2C=CC=CC2C2=C1N=CN2CCCNC(=O)OC(C)(C)C (4-benzylamino-1-[3-(tert-butoxycarbonylamino)propyl]-1H-imidazo[4,5-c]quinoline). The solvent is C(=O)O (formic acid). Procedure details: 30 mg (0.0695 mmol) of 4-benzylamino-1-[3-(tert-butoxycarbonylamino)propyl]-1H-imidazo[4,5-c]quinoline was dissolved in 3 ml of formic acid. 0.1 g of 20% palladium hydroxide-carbon was added thereto and the mixture was refluxed under heating for one day. The reaction mixture was filtered and the filtrate was evaporated to distill off the solvent under reduced pressure. The resulting residue was purified by silica gel column chromatography (chloroform: methanol:32% acetic acid=6:3:1 (v/v)) to obt... RXN SMILES: C([NH:8][C:9]1[C:18]2[N:19]=[CH:20][N:21]([CH2:22][CH2:23][CH2:24][NH:25]C(OC(C)(C)C)=O)[C:17]=2[C:16]2[CH:15]=[CH:14][CH:13]=[CH:12][C:11]=2[N:10]=1)C1C=CC=CC=1>C(O)=O.[OH-].[Pd+2].[OH-].[C]>[NH2:25][CH2:24][CH2:23][CH2:22][N:21]1[C:17]2[C:16]3[CH:15]=[CH:14][CH:13]=[CH:12][C:11]=3[N:10]=[C:9]([NH2:8])[C:18]=2[N:19]=[CH:20]1 |f:2.3.4.5|. Product: NCCCN1C=NC=2C(=NC=3C=CC=CC3C21)N (1-(3-aminopropyl)-1H-imidazo[4,5-c]quinoline-4-amine). The reagents and catalysts are [OH-].[Pd+2].[OH-].[C] (palladium hydroxide carbon). The reactants are BrCCCN1C(C=2C(C1=O)=CC=CC2)=O (N-(3-bromopropyl)phthalimide), IC1=CC=C(C=C1)O (4-iodophenol), C([O-])([O-])=O.[K+].[K+] (potassium carbonate). Run in C(C)#N (acetonitrile). Conditions: time 64 hour. Yields the product IC1=CC=C(OCCCN2C(C=3C(C2=O)=CC=CC3)=O)C=C1 (1-(4-iodophenoxy)-3-(phthalimido)propane). RXN SMILES: Br[CH2:2][CH2:3][CH2:4][N:5]1[C:9](=[O:10])[C:8]2=[CH:11][CH:12]=[CH:13][CH:14]=[C:7]2[C:6]1=[O:15].[I:16][C:17]1[CH:22]=[CH:21][C:20]([OH:23])=[CH:19][CH:18]=1.C(=O)([O-])[O-].[K+].[K+]>C(#N)C>[I:16][C:17]1[CH:22]=[CH:21][C:20]([O:23][CH2:2][CH2:3][CH2:4][N:5]2[C:9](=[O:10])[C:8]3=[CH:11][CH:12]=[CH:13][CH:14]=[C:7]3[C:6]2=[O:15])=[CH:19][CH:18]=1 |f:2.3.4|. Reported procedure: N-(3-bromopropyl)phthalimide (1 eq., Aldrich), 4-iodophenol (1 eq., Aldrich) and potassium carbonate (2 eq.) were stirred in acetonitrile. The mixture was heated at reflux. After 64 hours, the reaction mixture was concentrated to a thick mixture which was slurried in water. A white solid was collected, washed with water and vacuum dried to provide 1-(4-iodophenoxy)-3-(phthalimido)propane. The reactants are FC=1C=C(N)C=CC1OC1=C2C(=NC=C1)C=CS2 (3-fluoro-4-(thieno[3,2-b]pyridin-7-yloxy)aniline), FC1=CC=C(C=C1)NC(=O)C1(CC1)C(=O)O (1-((4-fluorophenyl)carbamoyl) -cyclopropanecarboxylic acid), C1(CC1)(C(=O)O)C(=O)O (cyclopropane-1,1-dicarboxylic acid), FC1=CC=C(N)C=C1 (4-fluoroaniline). The product is FC=1C=C(C=CC1OC1=C2C(=NC=C1)C=CS2)N(C(=O)C2(CC2)C(=O)N)C2=CC=C(C=C2)F (N-(3-fluoro-4-(thieno[3,2-b]pyridin-7-yloxy)phenyl)-N-(4-fluorophenyl)cyclopropane-1,1-dicarboxamide). The yield is 25.0%. As a reaction SMILES: [F:1][C:2]1[CH:3]=[C:4]([CH:6]=[CH:7][C:8]=1[O:9][C:10]1[CH:15]=[CH:14][N:13]=[C:12]2[CH:16]=[CH:17][S:18][C:11]=12)[NH2:5].FC1C=CC([NH:26][C:27]([C:29]2([C:32](O)=[O:33])[CH2:31][CH2:30]2)=[O:28])=CC=1.C1(C(O)=O)(C(O)=O)CC1.[F:44][C:45]1[CH:51]=[CH:50][C:48](N)=[CH:47][CH:46]=1>>[F:1][C:2]1[CH:3]=[C:4]([N:5]([C:48]2[CH:50]=[CH:51][C:45]([F:44])=[CH:46][CH:47]=2)[C:32]([C:29]2([C:27]([NH2:26])=[O:28])[CH2:30][CH2:31]2)=[O:33])[CH:6]=[CH:7][C:8]=1[O:9][C:10]1[CH:15]=[CH:14][N:13]=[C:12]2[CH:16]=[CH:17][S:18][C:11]=12. Reported procedure: Prepared from 3-fluoro-4-(thieno[3,2-b]pyridin-7-yloxy)benzenamine (Example 1, Step B; 130 mg, 0.50 mmol) and 1-((4-fluorophenyl)carbamoyl) -cyclopropanecarboxylic acid (123 mg, 0.550 mmol; prepared from cyclopropane-1,1-dicarboxylic acid and 4-fluoroaniline using the methods described in WO 2005/030140 and by Shih and Rankin, Synth. Comm. 1996, 26(4), 833-836) according to the procedure described for Example 10. The crude was purified by preparative TLC (10% MeOH/CH2Cl2). The product was obtain...